This data is from the Open Reaction Database (ORD), a public repository of structured organic reaction records. The task is: describe an organic reaction: reactants, conditions, products, and yield Reactants: CC(=O)[O-], Cc1ccsc1C1CC(=O)CC(=O)C1, CCO, [NH4+]. Yields the product Cc1ccsc1C1CC(=O)C=C(N)C1. Reaction SMILES: [CH3:16][C:17](=[O:18])[O-:19].[CH3:1][c:2]1[c:3]([CH:7]2[CH2:8][C:9](=[O:14])[CH2:10][C:11](=[O:13])[CH2:12]2)[s:4][cH:5][cH:6]1.[CH3:20][CH2:21][OH:22].[NH4+:15]>>[CH3:1][c:2]1[c:3]([CH:7]2[CH2:8][C:9](=[O:14])[CH:10]=[C:11]([NH2:15])[CH2:12]2)[s:4][cH:5][cH:6]1. Reaction SMILES: [CH3:1][c:2]1[cH:3][cH:4][c:5]([S:8](=[O:9])(=[O:10])[O:11][CH2:12][CH:13]2[CH:14]=[CH:15][c:16]3[c:17]([c:18]4[cH:19][cH:20][cH:21][n:22][c:23]4[cH:24][cH:25]3)[O:26]2)[cH:6][cH:7]1.[CH3:27][CH2:28][OH:29]>>[CH3:1][c:2]1[cH:3][cH:4][c:5]([S:8](=[O:9])(=[O:10])[O:11][CH2:12][CH:13]2[CH2:14][CH2:15][c:16]3[c:17]([c:18]4[cH:19][cH:20][cH:21][n:22][c:23]4[cH:24][cH:25]3)[O:26]2)[cH:6][cH:7]1. The reactants are Cc1ccc(S(=O)(=O)OCC2C=Cc3ccc4ncccc4c3O2)cc1, CCO. The product is Cc1ccc(S(=O)(=O)OCC2CCc3ccc4ncccc4c3O2)cc1. Reactants: C(=O)(C(F)(F)F)O (TFA), di-Boc, IC1=CC(=C(C=C1OCC(F)(F)F)N)[N+](=O)[O-] (4-iodo-2-nitro-5-(2,2,2-trifluoro-ethoxy)-phenylamine), CC(C)(C)OC(=O)OC(=O)OC(C)(C)C (Boc2O). The solvent is C(Cl)Cl (CH2Cl2). The product is C(C)(C)(C)OC(NC1=C(C=C(C(=C1)OCC(F)(F)F)C(F)(F)F)[N+](=O)[O-])=O ([2-Nitro-5-(2,2,2-trifluoro-ethoxy)-4-trifluoromethyl-phenyl]-carbamic acid tert.-butyl ester), solid. RXN SMILES: I[C:2]1[C:7]([O:8][CH2:9][C:10]([F:13])([F:12])[F:11])=[CH:6][C:5]([NH2:14])=[C:4]([N+:15]([O-:17])=[O:16])[CH:3]=1.[CH3:18][C:19]([O:22][C:23]([O:25]C(OC(C)(C)C)=O)=O)([CH3:21])[CH3:20].C(O)([C:35]([F:38])([F:37])[F:36])=O>C(Cl)Cl>[C:19]([O:22][C:23](=[O:25])[NH:14][C:5]1[CH:6]=[C:7]([O:8][CH2:9][C:10]([F:13])([F:12])[F:11])[C:2]([C:35]([F:38])([F:37])[F:36])=[CH:3][C:4]=1[N+:15]([O-:17])=[O:16])([CH3:21])([CH3:20])[CH3:18]. Procedure details: The title compound was prepared via the di-Boc-compound from 4-iodo-2-nitro-5-(2,2,2-trifluoro-ethoxy)-phenylamine [prepared by stirring 5-chloro-4-iodo-2-nitro-phenylamine (Example A1), 2,2,2-trifluoroethanol and KOH in DMSO at 23° C. for 32.5 days.] and Boc2O, followed by treatment with 2 eq. TFA in CH2Cl2 according to the general procedure B (method c). Obtained as a yellow solid (18.955 g). Reactants: NC=1C(=NC=C(C1)C(F)(F)F)NS(=O)(=O)CC (N-(3-amino-5-trifluoromethyl-2-pyridyl)ethanesulfonamide), C1(CCCCC1)C(=O)Cl (cyclohexanecarbonyl chloride). Solvent: O1CCCC1 (tetrahydrofuran). Run at time 1 hour. The product is C(C)S(=O)(=O)NC1=NC=C(C=C1NC(=O)C1CCCCC1)C(F)(F)F (N-(2-ethylsulfonylamino-5-trifluoromethyl-3-pyridyl)cyclohexanecarboxamide). The yield is 88.4%. Reaction SMILES: [NH2:1][C:2]1[C:3]([NH:12][S:13]([CH2:16][CH3:17])(=[O:15])=[O:14])=[N:4][CH:5]=[C:6]([C:8]([F:11])([F:10])[F:9])[CH:7]=1.[CH:18]1([C:24](Cl)=[O:25])[CH2:23][CH2:22][CH2:21][CH2:20][CH2:19]1>O1CCCC1>[CH2:16]([S:13]([NH:12][C:3]1[C:2]([NH:1][C:24]([CH:18]2[CH2:23][CH2:22][CH2:21][CH2:20][CH2:19]2)=[O:25])=[CH:7][C:6]([C:8]([F:11])([F:9])[F:10])=[CH:5][N:4]=1)(=[O:15])=[O:14])[CH3:17]. Procedure details: 2.36 g of N-(3-amino-5-trifluoromethyl-2-pyridyl)ethanesulfonamide was dissolved in 24 ml of dry tetrahydrofuran, and 1.54 g of cyclohexanecarbonyl chloride was dropwise added thereto under cooing with ice. After the dropwise addition, the mixture was stirred for one hour and further reacted at room temperature overnight. After completion of the reaction, the solvent was distilled off under reduced pressure, the obtained crystals were washed with ethyl ether to obtain 2.94 g of the desired produ... Reactants: CC1=NC=C(C=C1)C1=CC=CC=C1 (2-methyl-5-phenylpyridine), ClC1=CC(=CC=C1)C(=O)OO (3-chloroperbenzoic acid). Solvent: O1CCCC1 (tetrahydrofuran). Reaction conditions: time 8 hour. Yields the product C(C)(=O)OCC1=NC=C(C=C1)C1=CC=CC=C1 (5-phenyl-2-pyridylmethyl acetate). Isolated yield 91.3%. RXN SMILES: [CH3:1][C:2]1[CH:7]=[CH:6][C:5]([C:8]2[CH:13]=[CH:12][CH:11]=[CH:10][CH:9]=2)=[CH:4][N:3]=1.ClC1C=CC=[C:17]([C:21]([O:23]O)=[O:22])C=1>O1CCCC1>[C:21]([O:23][CH2:1][C:2]1[CH:7]=[CH:6][C:5]([C:8]2[CH:9]=[CH:10][CH:11]=[CH:12][CH:13]=2)=[CH:4][N:3]=1)(=[O:22])[CH3:17]. Procedure details: A mixture of 2-methyl-5-phenylpyridine (3.00 g), 3-chloroperbenzoic acid (4.79 g) and tetrahydrofuran (50 ml) was stirred at room temperature overnight, and concentrated. The residue was subjected to silica gel column chromatography to obtain a colorless oily substance from the fraction eluted with tetrahydrofuran. A solution of the resulting colorless oily substance in acetic anhydride (50 ml) was added slowly to acetic anhydride (50 ml) heated at 130° C., which was stirred at 2 hours, and conc... Reactants: CN1N=CC2=C1CCCCC2=O (1-methyl-5,6,7,8-tetrahydro-1H-cycloheptapyrazol-4-one), [H-].[Na+] (sodium hydride), oil, COC(OC)=O (dimethylcarbonate). The product is CN1N=CC2=C1CCCC(C2=O)C(=O)OC (methyl 1-methyl-4-oxo-1,4,5,6,7,8-hexahydrocyclohepta[c]pyrazole-5-carboxylate). Reaction SMILES: [CH3:1][N:2]1[C:6]2[CH2:7][CH2:8][CH2:9][CH2:10][C:11](=[O:12])[C:5]=2[CH:4]=[N:3]1.[H-].[Na+].[CH3:15][O:16][C:17](=O)[O:18]C>>[CH3:1][N:2]1[C:6]2[CH2:7][CH2:8][CH2:9][CH:10]([C:17]([O:16][CH3:15])=[O:18])[C:11](=[O:12])[C:5]=2[CH:4]=[N:3]1 |f:1.2|. Reported procedure: A solution of 1-methyl-5,6,7,8-tetrahydro-1H-cycloheptapyrazol-4-one (0.75 g, 4.6 mmol) in dimethylcarbonate (3 mL) is treated with 60% dispersion of sodium hydride in oil (0.4 g, 10 mmol) as described in Example 1A to yield the title compound: MS (DCI/NH3) m/z 223 (M+H)+. The reactants are [N+](=O)([O-])C(C(=O)OC)=C1SCCCN1 (methyl nitro(tetrahydro-2H-1,3-thiazin-2-ylidene)-acetate), C(C=CC1=CC=CC=C1)O (cinnamyl alcohol). Product: [N+](=O)([O-])C(C(=O)OCC=CC1=CC=CC=C1)=C1SCCCN1 (3-phenyl-2-propenyl nitro(tetrahydro-2H-1,3-thiazin-2-ylidene)acetate). As a reaction SMILES: [N+:1]([C:4](=[C:9]1[NH:14][CH2:13][CH2:12][CH2:11][S:10]1)[C:5]([O:7][CH3:8])=[O:6])([O-:3])=[O:2].C(O)[CH:16]=[CH:17][C:18]1[CH:23]=[CH:22][CH:21]=[CH:20][CH:19]=1>>[N+:1]([C:4](=[C:9]1[NH:14][CH2:13][CH2:12][CH2:11][S:10]1)[C:5]([O:7][CH2:8][CH:16]=[CH:17][C:18]1[CH:23]=[CH:22][CH:21]=[CH:20][CH:19]=1)=[O:6])([O-:3])=[O:2]. Procedure details: 2 was prepared as a yellow solid, m.p.: 115°-116°, from 1A and cinnamyl alcohol by the procedures described in Example 1.